From a dataset of the Open Reaction Database (ORD), a public repository of structured organic reaction records. describe an organic reaction: reactants, conditions, products, and yield As a reaction SMILES: [CH3:21][OH:22].[N+:1]([O-:2])(=[O:3])[c:4]1[cH:5][cH:6][c:7]([O:8][c:9]2[cH:10][c:11]([C:15]([F:16])([F:17])[F:18])[n:12][cH:13][cH:14]2)[cH:19][cH:20]1>>[NH2:1][c:4]1[cH:5][cH:6][c:7]([O:8][c:9]2[cH:10][c:11]([C:15]([F:16])([F:17])[F:18])[n:12][cH:13][cH:14]2)[cH:19][cH:20]1. The reactants are CO, O=[N+]([O-])c1ccc(Oc2ccnc(C(F)(F)F)c2)cc1. Yields the product Nc1ccc(Oc2ccnc(C(F)(F)F)c2)cc1.